This data is from the Open Reaction Database (ORD), a public repository of structured organic reaction records. The task is: describe an organic reaction: reactants, conditions, products, and yield Starting materials: CCCOC(C)Oc1ccc(OB([O-])[O-])cc1, COc1ccc(CN2CCC(C(=O)O)=Cc3cc(Br)ccc32)cc1, O=C([O-])[O-], Cc1ccccc1, CCO, Cl, [K+], [K+], O. Yields the product CCCOC(C)Oc1ccc(-c2ccc3c(c2)C=C(C(=O)O)CCN3Cc2ccc(OC)cc2)cc1. RXN SMILES: [B:25]([O-:26])([O-:40])[O:41][c:27]1[cH:28][cH:29][c:30]([O:33][CH:34]([CH3:35])[O:36][CH2:37][CH2:38][CH3:39])[cH:31][cH:32]1.[Br:1][c:2]1[cH:3][cH:4][c:5]2[c:6]([cH:24]1)[CH:7]=[C:8]([C:21](=[O:22])[OH:23])[CH2:9][CH2:10][N:11]2[CH2:12][c:13]1[cH:14][cH:15][c:16]([O:19][CH3:20])[cH:17][cH:18]1.[C:42](=[O:43])([O-:44])[O-:45].[CH3:49][c:50]1[cH:51][cH:52][cH:53][cH:54][cH:55]1.[CH3:57][CH2:58][OH:59].[ClH:48].[K+:46].[K+:47].[OH2:56]>>[c:2]1(-[c:27]2[cH:28][cH:29][c:30]([O:33][CH:34]([CH3:35])[O:36][CH2:37][CH2:38][CH3:39])[cH:31][cH:32]2)[cH:3][cH:4][c:5]2[c:6]([cH:24]1)[CH:7]=[C:8]([C:21](=[O:22])[OH:23])[CH2:9][CH2:10][N:11]2[CH2:12][c:13]1[cH:14][cH:15][c:16]([O:19][CH3:20])[cH:17][cH:18]1. Starting materials: CCOC(=O)C(=O)c1ccc(O)cc1, CCCc1c(OCCCBr)ccc(C(=O)OC)c1O, CN(C)C=O, [H-], [Na+]. Yields the product CCCc1c(OCCCOc2ccc(C(=O)C(=O)OCC)cc2)ccc(C(=O)OC)c1O. RXN SMILES: [CH2:1]([CH3:2])[O:3][C:4]([C:5]([c:6]1[cH:7][cH:8][c:9]([OH:12])[cH:10][cH:11]1)=[O:13])=[O:14].[CH3:17][O:18][C:19]([c:20]1[c:21]([OH:34])[c:22]([CH2:31][CH2:32][CH3:33])[c:23]([O:26][CH2:27][CH2:28][CH2:29][Br:30])[cH:24][cH:25]1)=[O:35].[CH3:36][N:37]([CH3:38])[CH:39]=[O:40].[H-:15].[Na+:16]>>[CH2:1]([CH3:2])[O:3][C:4]([C:5]([c:6]1[cH:7][cH:8][c:9]([O:12][CH2:29][CH2:28][CH2:27][O:26][c:23]2[c:22]([CH2:31][CH2:32][CH3:33])[c:21]([OH:34])[c:20]([C:19]([O:18][CH3:17])=[O:35])[cH:25][cH:24]2)[cH:10][cH:11]1)=[O:13])=[O:14]. The reactants are FC=1C=C2CCC(NC2=CC1)C(F)(F)F (6-Fluoro-2-trifluoromethyltetrahydroquinoline), Formula III, C(C)OC(C(C(=O)OCC)=COCC)=O (diethylethoxymethylenemalonate), ester. The product is FC1=CC=2CCC(N3C=C(C(C(C23)=C1)=O)C(=O)O)C(F)(F)F (6,7-dihydro-9-fluoro-1-oxo-5-trifluoromethyl-1H,5H-benzo[ij]quinolizine-2-carboxylic acid). As a reaction SMILES: [F:1][C:2]1[CH:3]=[C:4]2[C:9](=[CH:10][CH:11]=1)[NH:8][CH:7]([C:12]([F:15])([F:14])[F:13])[CH2:6][CH2:5]2.C([O:18][C:19](=[O:30])[C:20](=[CH:26]OCC)[C:21](OCC)=[O:22])C>>[F:1][C:2]1[CH:11]=[C:10]2[C:9]3[N:8]([CH:26]=[C:20]([C:19]([OH:30])=[O:18])[C:21]2=[O:22])[CH:7]([C:12]([F:13])([F:15])[F:14])[CH2:6][CH2:5][C:4]=3[CH:3]=1. Procedure details: 6-Fluoro-2-trifluoromethyltetrahydroquinoline is condensed with an equimolar amount of diethylethoxymethylenemalonate according to the method of Example 1. The ester intermediate of Formula III is hydrolyzed according to Example 1, and the solid product is recrystallized from N,N-dimethyl formamide to provide crystal of 6,7-dihydro-9-fluoro-1-oxo-5-trifluoromethyl-1H,5H-benzo[ij]quinolizine-2-carboxylic acid, m.p. 295°-297° C. Reactants: COC(=O)c1ccc(Br)c(C(F)(F)F)c1, O=C([O-])[O-], Cc1cscc1B(O)O, Cc1ccccc1, [K+], [K+], O, c1ccc(P(c2ccccc2)(c2ccccc2)[Pd](P(c2ccccc2)(c2ccccc2)c2ccccc2)(P(c2ccccc2)(c2ccccc2)c2ccccc2)P(c2ccccc2)(c2ccccc2)c2ccccc2)cc1. Product: COC(=O)c1ccc(-c2cscc2C)c(C(F)(F)F)c1. Reaction SMILES: [Br:1][c:2]1[c:3]([C:12]([F:13])([F:14])[F:15])[cH:4][c:5]([C:6](=[O:7])[O:8][CH3:9])[cH:10][cH:11]1.[C:25](=[O:26])([O-:27])[O-:28].[CH3:16][c:17]1[c:18]([B:22]([OH:23])[OH:24])[cH:19][s:20][cH:21]1.[CH3:31][c:32]1[cH:33][cH:34][cH:35][cH:36][cH:37]1.[K+:29].[K+:30].[OH2:38].[cH:39]1[cH:40][cH:41][c:42]([P:43]([Pd:44]([P:45]([c:46]2[cH:47][cH:48][cH:49][cH:50][cH:51]2)([c:52]2[cH:53][cH:54][cH:55][cH:56][cH:57]2)[c:58]2[cH:59][cH:60][cH:61][cH:62][cH:63]2)([P:64]([c:65]2[cH:66][cH:67][cH:68][cH:69][cH:70]2)([c:71]2[cH:72][cH:73][cH:74][cH:75][cH:76]2)[c:77]2[cH:78][cH:79][cH:80][cH:81][cH:82]2)[P:83]([c:84]2[cH:85][cH:86][cH:87][cH:88][cH:89]2)([c:90]2[cH:91][cH:92][cH:93][cH:94][cH:95]2)[c:96]2[cH:97][cH:98][cH:99][cH:100][cH:101]2)([c:102]2[cH:103][cH:104][cH:105][cH:106][cH:107]2)[c:108]2[cH:109][cH:110][cH:111][cH:112][cH:113]2)[cH:114][cH:115]1>>[c:2]1(-[c:18]2[c:17]([CH3:16])[cH:21][s:20][cH:19]2)[c:3]([C:12]([F:13])([F:14])[F:15])[cH:4][c:5]([C:6](=[O:7])[O:8][CH3:9])[cH:10][cH:11]1. Starting materials: FC(C(=O)OI(C1=CC=CC=C1)OC(C(F)(F)F)=O)(F)F (Bis(trifluoroacetoxy)phenyl iodine), C(C)(C)(C)N1CC(NC2=C(C1=O)C=CC=C2)=O (4-tert-butyl-3,4-dihydro-1H-1,4-benzodiazepine-2,5-dione), II (iodine). Run in C(Cl)Cl (methylene chloride), C(C)(=O)OCC (ethyl acetate), C(C)(=O)OCC (ethyl acetate), hexanes. Reaction conditions: time 8 hour. Product: C(C)(C)(C)N1CC(NC2=C(C1=O)C=C(C=C2)I)=O (4-Tert-butyl-3,4-dihydro-7-iodo-1H-1,4-benzodiazepine-2,5-dione). Yield: 58.4%. Reaction SMILES: FC(F)(F)C(O[I:6](OC(=O)C(F)(F)F)[C:7]1[CH:12]=[CH:11][CH:10]=[CH:9][CH:8]=1)=O.[C:22]([N:26]1[C:32](=[O:33])C2C=CC=CC=2[NH:29][C:28](=[O:38])[CH2:27]1)([CH3:25])([CH3:24])[CH3:23].II>C(Cl)Cl.C(OCC)(=O)C>[C:22]([N:26]1[C:32](=[O:33])[C:11]2[CH:12]=[C:7]([I:6])[CH:8]=[CH:9][C:10]=2[NH:29][C:28](=[O:38])[CH2:27]1)([CH3:25])([CH3:23])[CH3:24]. Procedure: Bis(trifluoroacetoxy)phenyl iodine (2.05 g, 4.7 mmol) is added to a solution of 4-tert-butyl-3,4-dihydro-1H-1,4-benzodiazepine-2,5-dione (1.0 g, 4.3 mmol) and iodine (1.1 g, 4.3 mmol) in methylene chloride. The reaction mixture is stirred overnight at room temperature, diluted with ethyl acetate, washed sequentially with saturated sodium hydrogen carbonate solution, 1N sodium thiosulfate solution and brine, dried over anhydrous sodium sulfate and concentrated in vacuo to obtain a residue. Chroma...